From a dataset of the Open Reaction Database (ORD), a public repository of structured organic reaction records. describe an organic reaction: reactants, conditions, products, and yield Reactants: C(C1=CC=CC=C1)[C@@H]1NC(O[C@@H]1COS(=O)(=O)C1=CC=C(C=C1)C)=O (p-toluene-sulphonic acid (4S,5S)-4-benzyl-2-oxo-oxazolidin-5-ylmethyl ester), C(C)(C)(C)NC(=O)[C@H]1NC[C@H]2CCCC[C@H]2C1 (N-tert.butyl-decahydro-(4aS,8aS)-isoquinoline-3(S)-carboxamide). Product: C(C1=CC=CC=C1)[C@@H]1NC(O[C@@H]1CN1C[C@H]2CCCC[C@H]2C[C@H]1C(=O)NC(C)(C)C)=O ((3S, 4aS ,8aS)-2-[(4S ,5R)-4-benzyl-2-oxo-oxazolidin-5-ylmethyl]-N -tert.-butyl-decahydro-isoquinoline-3-carboxamide). Yield: 63.4%. RXN SMILES: [CH2:1]([C@H:8]1[C@@H:12]([CH2:13]OS(C2C=CC(C)=CC=2)(=O)=O)[O:11][C:10](=[O:25])[NH:9]1)[C:2]1[CH:7]=[CH:6][CH:5]=[CH:4][CH:3]=1.[C:26]([NH:30][C:31]([C@@H:33]1[CH2:42][C@H:41]2[C@H:36]([CH2:37][CH2:38][CH2:39][CH2:40]2)[CH2:35][NH:34]1)=[O:32])([CH3:29])([CH3:28])[CH3:27]>>[CH2:1]([C@H:8]1[C@@H:12]([CH2:13][N:34]2[C@H:33]([C:31]([NH:30][C:26]([CH3:29])([CH3:28])[CH3:27])=[O:32])[CH2:42][C@H:41]3[C@H:36]([CH2:37][CH2:38][CH2:39][CH2:40]3)[CH2:35]2)[O:11][C:10](=[O:25])[NH:9]1)[C:2]1[CH:3]=[CH:4][CH:5]=[CH:6][CH:7]=1. Reported procedure: Analogously to Example 1B), by reacting 7.2 g of p-toluene-sulphonic acid (4S,5S)-4-benzyl-2-oxo-oxazolidin-5-ylmethyl ester (Example 11) with 4.8 g of N-tert.butyl-decahydro-(4aS,8aS)-isoquinoline-3(S)-carboxamide there are obtained 5.4 g (45%) of (3S, 4aS ,8aS)-2-[(4S ,5R)-4-benzyl-2-oxo-oxazolidin-5-ylmethyl]-N -tert.-butyl-decahydro-isoquinoline-3-carboxamide p-tolylsuphonate, m.p. 202°-204° C. Reactants: OCc1nnc2ccc(Cl)nn12, [K+], [K+], O=C([O-])[O-], C1COCCO1, O, OB(O)c1ccccc1, c1ccc(P(c2ccccc2)(c2ccccc2)[Pd](P(c2ccccc2)(c2ccccc2)c2ccccc2)(P(c2ccccc2)(c2ccccc2)c2ccccc2)P(c2ccccc2)(c2ccccc2)c2ccccc2)cc1. The product is OCc1nnc2ccc(-c3ccccc3)nn12. As a reaction SMILES: [Cl:1][c:2]1[cH:3][cH:4][c:5]2[n:6]([n:7]1)[c:8]([CH2:11][OH:12])[n:9][n:10]2.[K+:22].[K+:23].[O-:24][C:25]([O-:26])=[O:27].[O:28]1[CH2:29][CH2:30][O:31][CH2:32][CH2:33]1.[OH2:111].[OH:13][B:14]([OH:15])[c:16]1[cH:17][cH:18][cH:19][cH:20][cH:21]1.[cH:34]1[cH:35][cH:36][c:37]([P:38]([Pd:39]([P:40]([c:41]2[cH:42][cH:43][cH:44][cH:45][cH:46]2)([c:47]2[cH:48][cH:49][cH:50][cH:51][cH:52]2)[c:53]2[cH:54][cH:55][cH:56][cH:57][cH:58]2)([P:59]([c:60]2[cH:61][cH:62][cH:63][cH:64][cH:65]2)([c:66]2[cH:67][cH:68][cH:69][cH:70][cH:71]2)[c:72]2[cH:73][cH:74][cH:75][cH:76][cH:77]2)[P:78]([c:79]2[cH:80][cH:81][cH:82][cH:83][cH:84]2)([c:85]2[cH:86][cH:87][cH:88][cH:89][cH:90]2)[c:91]2[cH:92][cH:93][cH:94][cH:95][cH:96]2)([c:97]2[cH:98][cH:99][cH:100][cH:101][cH:102]2)[c:103]2[cH:104][cH:105][cH:106][cH:107][cH:108]2)[cH:109][cH:110]1>>[c:2]1(-[c:16]2[cH:17][cH:18][cH:19][cH:20][cH:21]2)[cH:3][cH:4][c:5]2[n:6]([n:7]1)[c:8]([CH2:11][OH:12])[n:9][n:10]2. Starting materials: CCCP(=O)(O)O, CN(C)c1ccncc1, O=C(O)c1ccc(C2=NOC(c3cc(Cl)cc(Cl)c3)(C(F)(F)F)C2)c2ccccc12, COC(=O)c1ccc(C2=NOC(c3cc(Cl)cc(Cl)c3)(C(F)(F)F)C2)c2ccccc12, ClCCl, NCC(F)(F)F. The product is O=C(NCC(F)(F)F)c1ccc(C2=NOC(c3cc(Cl)cc(Cl)c3)(C(F)(F)F)C2)c2ccccc12. RXN SMILES: [CH2:62]([P:63]([OH:64])([OH:65])=[O:66])[CH2:67][CH3:68].[CH3:75][N:76]([CH3:77])[c:78]1[cH:79][cH:80][n:81][cH:82][cH:83]1.[Cl:1][c:2]1[cH:3][c:4]([C:9]2([C:27]([F:28])([F:29])[F:30])[CH2:10][C:11]([c:14]3[cH:15][cH:16][c:17]([C:24](=[O:25])[OH:26])[c:18]4[cH:19][cH:20][cH:21][cH:22][c:23]34)=[N:12][O:13]2)[cH:5][c:6]([Cl:8])[cH:7]1.[Cl:31][c:32]1[cH:33][c:34]([C:35]2([C:36]([F:37])([F:38])[F:39])[O:40][N:41]=[C:42]([c:43]3[c:44]4[c:45]([cH:46][cH:47][cH:48][cH:49]4)[c:50]([C:51]([O:52][CH3:53])=[O:54])[cH:55][cH:56]3)[CH2:57]2)[cH:58][c:59]([Cl:60])[cH:61]1.[Cl:84][CH2:85][Cl:86].[F:69][C:70]([CH2:71][NH2:72])([F:73])[F:74]>>[Cl:1][c:2]1[cH:3][c:4]([C:9]2([C:27]([F:28])([F:29])[F:30])[CH2:10][C:11]([c:14]3[cH:15][cH:16][c:17]([C:24](=[O:25])[NH:72][CH2:71][C:70]([F:69])([F:73])[F:74])[c:18]4[cH:19][cH:20][cH:21][cH:22][c:23]34)=[N:12][O:13]2)[cH:5][c:6]([Cl:8])[cH:7]1. Reactants: [OH-].[Na+] (NaOH), CC1=CC(=CC(=N1)C#N)OC=1C=NC=NC1 (6-methyl-4-(pyrimidin-5-yloxy)picolinonitrile), O1CCOCC1 (dioxane), Cl (HCl). Run in CO.C(Cl)Cl (MeOH CH2Cl2). The product is CC1=CC(=CC(=N1)C(=O)O)OC=1C=NC=NC1 (6-methyl-4-(pyrimidin-5-yloxy)picolinic acid). The yield is 99.0%. Reaction SMILES: [CH3:1][C:2]1[N:7]=[C:6]([C:8]#N)[CH:5]=[C:4]([O:10][C:11]2[CH:12]=[N:13][CH:14]=[N:15][CH:16]=2)[CH:3]=1.[OH-:17].[Na+].Cl.[O:20]1CCOCC1>CO.C(Cl)Cl>[CH3:1][C:2]1[N:7]=[C:6]([C:8]([OH:20])=[O:17])[CH:5]=[C:4]([O:10][C:11]2[CH:12]=[N:13][CH:14]=[N:15][CH:16]=2)[CH:3]=1 |f:1.2,5.6|. Reported procedure: 6-methyl-4-(pyrimidin-5-yloxy)picolinonitrile (4.31 g, 20.3 mmol, 1.00 eq) was dissolved in dioxane (90 mL), and 2N NaOH (45 mL) was added. The mixture was refluxed for 18 h and after cooling the reaction was neutralized with 2N HCl (45 mL). The water and solvent were removed in vacuo and the crude reaction was dissolved in 10% MeOH/CH2Cl2. The undissolved salt was filtered off and the solvents were removed in vacuo to afford 4.65 g (99%) of the title compound as a white solid which was used wit... The reactants are COC(=O)C=1C=CC=C2C=C(C=NC12)O (3-Hydroxy-8-quinolinecarboxylic Acid Methyl Ester), ClC=1C=C(C=C(C1Cl)Cl)[N+](=O)[O-] (3,4,5-trichloronitrobenzene), C(=O)([O-])[O-].[K+].[K+] (K2CO3). Solvent: CC(=O)C (acetone). Product: COC(=O)C=1C=CC=C2C=C(C=NC12)OC1=C(C=C(C=C1Cl)[N+](=O)[O-])Cl (3-(2,6-Dichloro-4-nitro-phenoxy)-quinoline-8-carboxylic Acid Methyl Ester). As a reaction SMILES: [CH3:1][O:2][C:3]([C:5]1[CH:6]=[CH:7][CH:8]=[C:9]2[C:14]=1[N:13]=[CH:12][C:11]([OH:15])=[CH:10]2)=[O:4].[Cl:16][C:17]1[CH:18]=[C:19]([N+:25]([O-:27])=[O:26])[CH:20]=[C:21]([Cl:24])[C:22]=1Cl.C([O-])([O-])=O.[K+].[K+]>CC(C)=O>[CH3:1][O:2][C:3]([C:5]1[CH:6]=[CH:7][CH:8]=[C:9]2[C:14]=1[N:13]=[CH:12][C:11]([O:15][C:22]1[C:21]([Cl:24])=[CH:20][C:19]([N+:25]([O-:27])=[O:26])=[CH:18][C:17]=1[Cl:16])=[CH:10]2)=[O:4] |f:2.3.4|. Reported procedure: To a solution of 3-Hydroxy-8-quinolinecarboxylic acid methyl ester (97) (256 mg, 1.26 mmol) and 3,4,5-trichloronitrobenzene (294 mg, 1.30 mmol) in acetone (40 mL) was added K2CO3 (870 mg, 6.30 mmol). This mixture was refluxed for 3.5 h. The reaction mixture was cooled to room temperature and insoluble materials were removed by Celite filtration. The filtrate was concentrated and the residue was purified by column chromatography. (hexane/AcOEt=4/1, 80 g of silica gel) to afford compound 98. The reactants are C(C)(=O)OCC (ethyl acetate), C(C=1C(O)=CC=CC1)=O (Salicylaldehyde), 4-hydroxy-acetophenone, Cl (hydrochloric acid). The product is [Cl-].OC1=CC=C(C2=[O+]C3=CC=CC=C3C=C2)C=C1 (4'-hydroxyflavylium chloride). Reported procedure: 122 g of Salicylaldehyde and 136 g of 4-hydroxy-acetophenone were dissolved in a four-necked one-liter flask equipped with a mechanical stirrer and containing 400 ml of anhydrous ethyl acetate. Under agitation and at room temperature, a stream of dry hydrochloric acid was passed into the solution in such manner that saturation was completed in the course of one hour. The mixture was left under agitation for 24 hours, during which precipitation of the reaction product began. Filtration was carrie... Conditions: time 24 hour. Reaction SMILES: [CH:1](=O)[C:2]1[C:3](=[CH:5][CH:6]=[CH:7][CH:8]=1)[OH:4].[ClH:10].C([O:14][CH2:15][CH3:16])(=O)C>>[Cl-:10].[OH:14][C:15]1[CH:16]=[CH:1][C:2]([C:3]2[CH:5]=[CH:1][C:2]3[C:3](=[CH:5][CH:6]=[CH:7][CH:8]=3)[O+:4]=2)=[CH:8][CH:7]=1 |f:3.4|.